From a dataset of the Open Reaction Database (ORD), a public repository of structured organic reaction records. describe an organic reaction: reactants, conditions, products, and yield Starting materials: ferric chloride hexahydrate, peroxide, OO (hydrogen peroxide), ferric chloride hexahydrate, C(CCCCCCCCC(=O)OC1CC(N(C(C1)(C)C)O)(C)C)(=O)OC1CC(N(C(C1)(C)C)O)(C)C (bis(1-oxyl-2,2,6,6-tetramethylpiperidin-4-yl) sebacate), CCCCCCCC (n-octane), peroxide, S(=O)([O-])[O-].[Na+].[Na+] (sodium sulfite), peroxide, ferric chloride hexahydrate, peroxide. The solvent is O (water), C(C)(=O)O (acetic acid), O (water), C(C)#N (acetonitrile), C(C)(=O)O (acetic acid), O (water), C(C)(=O)O (acetic acid). Conditions: temperature 76 celsius. Yields the product C(CCCCCCCCC(=O)OC1CC(N(C(C1)(C)C)OCCCCCCCC)(C)C)(=O)OC1CC(N(C(C1)(C)C)OCCCCCCCC)(C)C (Bis(1-octyloxy-2,2,6,6-tetramethylpiperidin-4-yl) sebacate). Isolated yield 31.0%. As a reaction SMILES: [C:1]([O:25][CH:26]1[CH2:31][C:30]([CH3:33])([CH3:32])[N:29]([OH:34])[C:28]([CH3:36])([CH3:35])[CH2:27]1)(=[O:24])[CH2:2][CH2:3][CH2:4][CH2:5][CH2:6][CH2:7][CH2:8][CH2:9][C:10]([O:12][CH:13]1[CH2:18][C:17]([CH3:20])([CH3:19])[N:16]([OH:21])[C:15]([CH3:23])([CH3:22])[CH2:14]1)=[O:11].[CH3:37][CH2:38][CH2:39][CH2:40][CH2:41][CH2:42][CH2:43][CH3:44].OO.S([O-])([O-])=O.[Na+].[Na+]>O.C(O)(=O)C.C(#N)C>[C:1]([O:25][CH:26]1[CH2:27][C:28]([CH3:36])([CH3:35])[N:29]([O:34][CH2:1][CH2:2][CH2:3][CH2:4][CH2:5][CH2:6][CH2:7][CH3:8])[C:30]([CH3:33])([CH3:32])[CH2:31]1)(=[O:24])[CH2:2][CH2:3][CH2:4][CH2:5][CH2:6][CH2:7][CH2:8][CH2:9][C:10]([O:12][CH:13]1[CH2:14][C:15]([CH3:22])([CH3:23])[N:16]([O:21][CH2:37][CH2:38][CH2:39][CH2:40][CH2:41][CH2:42][CH2:43][CH3:44])[C:17]([CH3:19])([CH3:20])[CH2:18]1)=[O:11] |f:3.4.5|. Procedure details: A solution of 0.308 g (1.14 g) of ferric chloride hexahydrate and 0.225 g (3.75 mmol) of glacial acetic acid in 5 ml of water is added to a mixture of 10.00 g (19.6 mmol) of bis(1-oxyl-2,2,6,6-tetramethylpiperidin-4-yl) sebacate, 94 ml of acetonitrile, and 64 ml of n-octane that is heated to 76° C. The reaction mixture is kept at the reflux temperature of 76° as a solution of 11.52 g (169 mmol) of 50% aqueous hydrogen peroxide is added dropwise over 3 hours. A solution of 0.106 g of ferric chlor... Starting materials: SC1=NC2=CC=CC=C2C(N1C1=CC=CC=C1)=O (2-mercapto-3-phenyl-4(3H)-quinazolinone), BrCC=1SC=CC1 (2-bromomethylthiophene). Product: C1(=CC=CC=C1)N1C(=NC2=CC=CC=C2C1=O)SCC=1SC=CC1 (3-Phenyl-2-(2-thienylmethylthio)-4(3H)-quinazolinone). Isolated yield 37.4%. Reaction SMILES: [SH:1][C:2]1[N:11]([C:12]2[CH:17]=[CH:16][CH:15]=[CH:14][CH:13]=2)[C:10](=[O:18])[C:9]2[C:4](=[CH:5][CH:6]=[CH:7][CH:8]=2)[N:3]=1.Br[CH2:20][C:21]1[S:22][CH:23]=[CH:24][CH:25]=1>>[C:12]1([N:11]2[C:10](=[O:18])[C:9]3[C:4](=[CH:5][CH:6]=[CH:7][CH:8]=3)[N:3]=[C:2]2[S:1][CH2:20][C:21]2[S:22][CH:23]=[CH:24][CH:25]=2)[CH:13]=[CH:14][CH:15]=[CH:16][CH:17]=1. Procedure details: The title compound was prepared in a yield of 37.4%, using 2-mercapto-3-phenyl-4(3H)-quinazolinone in place of 3- isobutyl-2-mercapto-4(3H)-quinazolinone and 2-bromomethylthiophene in place of 2-chloromethylpyridine hydrochloride. Run in CN(P(N(C)C)(N(C)C)=O)C (hexamethylphosphoric triamide), CCCCCC (n-hexane), CN(P(N(C)C)(N(C)C)=O)C (hexamethylphosphoric triamide). Yields the product ClC1=CC=C2C=CC(=NC2=C1)C=1OC2=C(C1)C=C(C=C2)CC(C)(C)C(=O)OC (7-chloro-2-[5-(2-methoxycarbonyl-2-methylpropyl)benzofuran-2-yl]-quinoline). Reaction conditions: time 10 minute. Procedure details: To a cooled suspension of lithium diisopropylamide {(1.45 mM tetrahydrofuran and n-hexane solution), 3.1 ml} and methyl 2-methylpropionate (0.5 g), dried hexamethylphosphoric triamide (0.5 ml) was added at -78° C. and the mixture was stirred for 10 minutes at the same temperature. Subsequently, 7-chloro-2-(5-chloromethylbenzofuran-2-yl)quinoline (6.43 g) was added to the mixture. After being stirred for 30 minutes at the same temperature, additive hexamethylphosphoric triamide (1.36 ml) was adde... The yield is 9.3%. Starting materials: C(C)(C)[N-]C(C)C.[Li+] (lithium diisopropylamide), O1CCCC1 (tetrahydrofuran), CC(C(=O)OC)C (methyl 2-methylpropionate), ClC1=CC=C2C=CC(=NC2=C1)C=1OC2=C(C1)C=C(C=C2)CCl (7-chloro-2-(5-chloromethylbenzofuran-2-yl)quinoline), ice water. As a reaction SMILES: C([N-]C(C)C)(C)C.[Li+].O1CCCC1.[CH3:14][CH:15]([CH3:20])[C:16]([O:18][CH3:19])=[O:17].[Cl:21][C:22]1[CH:31]=[C:30]2[C:25]([CH:26]=[CH:27][C:28]([C:32]3[O:33][C:34]4[CH:40]=[CH:39][C:38]([CH2:41]Cl)=[CH:37][C:35]=4[CH:36]=3)=[N:29]2)=[CH:24][CH:23]=1>CN(C)P(=O)(N(C)C)N(C)C.CCCCCC>[Cl:21][C:22]1[CH:31]=[C:30]2[C:25]([CH:26]=[CH:27][C:28]([C:32]3[O:33][C:34]4[CH:40]=[CH:39][C:38]([CH2:41][C:15]([C:16]([O:18][CH3:19])=[O:17])([CH3:20])[CH3:14])=[CH:37][C:35]=4[CH:36]=3)=[N:29]2)=[CH:24][CH:23]=1 |f:0.1|. Reactants: solid, Cl.Cl.Cl.O1CCC=2C1=C(N=CC2)N2CCN(CC2)CC[C@@H]2CC[C@H](CC2)N (trans-4-{2-[4-(2,3-dihydro-furo[2,3-c]pyridin-7-yl)-piperazin-1-yl]-ethyl}-cyclohexylamine trihydrochloride), Cl.Cl.Cl.O1CCC=2C1=C(N=CC2)N2CCN(CC2)CC[C@@H]2CC[C@H](CC2)N (trans-4-{2-[4-(2,3-dihydro-furo[2,3-c]pyridin-7-yl)-piperazin-1-yl]-ethyl}-cyclohexylamine trihydrochloride), C(CCCC)(=O)O (pentanoic acid). Yields the product O1CCC=2C1=C(N=CC2)N2CCN(CC2)CC[C@@H]2CC[C@H](CC2)NC(CCCC)=O (Pentanoic acid trans-(4-{2-[4-(2,3-dihydro-furo[2,3-c]pyridin-7-yl)-piperazin-1-yl]-ethyl}-cyclohexyl)-amide). RXN SMILES: Cl.Cl.Cl.[O:4]1[C:8]2=[C:9]([N:13]3[CH2:18][CH2:17][N:16]([CH2:19][CH2:20][C@H:21]4[CH2:26][CH2:25][C@H:24]([NH2:27])[CH2:23][CH2:22]4)[CH2:15][CH2:14]3)[N:10]=[CH:11][CH:12]=[C:7]2[CH2:6][CH2:5]1.[C:28](O)(=[O:33])[CH2:29][CH2:30][CH2:31][CH3:32]>>[O:4]1[C:8]2=[C:9]([N:13]3[CH2:18][CH2:17][N:16]([CH2:19][CH2:20][C@H:21]4[CH2:26][CH2:25][C@H:24]([NH:27][C:28](=[O:33])[CH2:29][CH2:30][CH2:31][CH3:32])[CH2:23][CH2:22]4)[CH2:15][CH2:14]3)[N:10]=[CH:11][CH:12]=[C:7]2[CH2:6][CH2:5]1 |f:0.1.2.3|. Procedure: The title compound, white solid (91 mg, 88%), MS (ISP) m/z=415.5 [(M+H)+], mp 168° C., was prepared in accordance with the general method of example 6 from trans-4-{2-[4-(2,3-dihydro-furo[2,3-c]pyridin-7-yl)-piperazin-1-yl]-ethyl}-cyclohexylamine trihydrochloride (intermediate B) (110 mg, 0.25 mmol) and pentanoic acid. The reactants are ClC1=CC=C(C=C1)C1N=C(N(C1C1=CC=C(C=C1)Cl)C(=O)Cl)C=1C(=NC(=NC1)OCC)OCC (4,5-Bis-(4-chloro-phenyl)-2-(2,4-diethoxy-pyrimidin-5-yl)-4,5-dihydro-imidazole-1-carbonyl chloride), CN(C(CN1CCNCC1)=O)C (N,N-dimethyl-2-piperazin-1-yl-acetamide). The product is ClC1=CC=C(C=C1)[C@@H]1N=C(N([C@@H]1C1=CC=C(C=C1)Cl)C(=O)N1CCN(CC1)CC(=O)N(C)C)C=1C(=NC(=NC1)OCC)OCC (cis-2-{4-[4,5-bis-(4-chloro-phenyl)-2-(2,4-diethoxy-pyrimidin-5-yl)-4,5-dihydro-imidazole-1-carbonyl]-piperazin-1-yl}-N,N-dimethyl-acetamide). As a reaction SMILES: [Cl:1][C:2]1[CH:7]=[CH:6][C:5]([CH:8]2[CH:12]([C:13]3[CH:18]=[CH:17][C:16]([Cl:19])=[CH:15][CH:14]=3)[N:11]([C:20](Cl)=[O:21])[C:10]([C:23]3[C:24]([O:32][CH2:33][CH3:34])=[N:25][C:26]([O:29][CH2:30][CH3:31])=[N:27][CH:28]=3)=[N:9]2)=[CH:4][CH:3]=1.[CH3:35][N:36]([CH3:46])[C:37](=[O:45])[CH2:38][N:39]1[CH2:44][CH2:43][NH:42][CH2:41][CH2:40]1>>[Cl:1][C:2]1[CH:7]=[CH:6][C:5]([C@H:8]2[C@@H:12]([C:13]3[CH:14]=[CH:15][C:16]([Cl:19])=[CH:17][CH:18]=3)[N:11]([C:20]([N:42]3[CH2:41][CH2:40][N:39]([CH2:38][C:37]([N:36]([CH3:46])[CH3:35])=[O:45])[CH2:44][CH2:43]3)=[O:21])[C:10]([C:23]3[C:24]([O:32][CH2:33][CH3:34])=[N:25][C:26]([O:29][CH2:30][CH3:31])=[N:27][CH:28]=3)=[N:9]2)=[CH:4][CH:3]=1. Procedure details: cis-4-[4,5-Bis-(4-chloro-phenyl)-2-(2,4-diethoxy-pyrimidin-5-yl)-4,5-dihydro-imidazole-1-carbonyl chloride (example 8) was reacted with N,N-dimethyl-2-piperazin-1-yl-acetamide (Oakwood Products) to give cis-2-{4-[4,5-bis-(4-chloro-phenyl)-2-(2,4-diethoxy-pyrimidin-5-yl)-4,5-dihydro-imidazole-1-carbonyl]-piperazin-1-yl}-N,N-dimethyl-acetamide in an analogous manner as described in example 1. HR-MS (ES, m/z) calculated for C32H37N7O4Cl2 [(M+H)+] 654.2357, observed 654.2355. Reactants: FC=1C(=NC(=NC1)NC1=CC=C(C=C1)OCCOC)NC=1C=C(C=CC1)NC(C(CO)O)=O (N-(3-((5-fluoro-2-((4-(2-methoxyethoxy)phenyl)amino)pyrimidin-4-yl)amino)phenyl)-2,3-dihydroxypropanamide), N#N (N2), CS(=O)(=O)Cl (Methane sulphonyl chloride), reaction, TEA. Solvent: C1CCOC1 (THF), C(C)(=O)OCC (ethyl acetate), C(C)(=O)OCC (ethyl acetate). Conditions: temperature 0 celsius, time 1 hour. The product is CS(=O)(=O)OCC(C(=O)NC1=CC(=CC=C1)NC1=NC(=NC=C1F)NC1=CC=C(C=C1)OCCOC)O (3-((3-((5-fluoro-2-((4-(2-methoxyethoxy)phenyl)amino)pyrimidin-4-yl)amino)phenyl)amino)-2-hydroxy-3-oxopropyl methanesulfonate). Yield: 32.0%. As a reaction SMILES: N#N.[F:3][C:4]1[C:5]([NH:22][C:23]2[CH:24]=[C:25]([NH:29][C:30](=[O:35])[CH:31]([OH:34])[CH2:32][OH:33])[CH:26]=[CH:27][CH:28]=2)=[N:6][C:7]([NH:10][C:11]2[CH:16]=[CH:15][C:14]([O:17][CH2:18][CH2:19][O:20][CH3:21])=[CH:13][CH:12]=2)=[N:8][CH:9]=1.[CH3:36][S:37](Cl)(=[O:39])=[O:38]>C1COCC1.C(OCC)(=O)C>[CH3:36][S:37]([O:33][CH2:32][CH:31]([OH:34])[C:30]([NH:29][C:25]1[CH:26]=[CH:27][CH:28]=[C:23]([NH:22][C:5]2[C:4]([F:3])=[CH:9][N:8]=[C:7]([NH:10][C:11]3[CH:16]=[CH:15][C:14]([O:17][CH2:18][CH2:19][O:20][CH3:21])=[CH:13][CH:12]=3)[N:6]=2)[CH:24]=1)=[O:35])(=[O:39])=[O:38]. Procedure details: In a 25 mL 3-neck RBF equipped with N2-bubbler and thermo-pocket, N-(3-((5-fluoro-2-((4-(2-methoxyethoxy)phenyl)amino)pyrimidin-4-yl)amino)phenyl)-2,3-dihydroxypropanamide (I-4) (0.08 g) was dissolved in THF (5 mL), TEA (0.0212 g) was added at room temperature. The reaction mixture was cooled to 0° C. Methane sulphonyl chloride (0.021 g) was slowly added at 0° C. The reaction mixture was stirred at room temperature for 1 h. The reaction was monitored on TLC by using ethyl acetate (100%) as mobil... The yield is 137.2%. Yields the product COC(C1=CC(=C(C=C1)Cl)NC(COCC1=CC=CC=C1)=S)=O (3-(2-Benzyloxy-thioacetylamino)-4-chloro-benzoic acid methyl ester). Reaction SMILES: [CH3:1][O:2][C:3](=[O:23])[C:4]1[CH:9]=[CH:8][C:7]([Cl:10])=[C:6]([NH:11][C:12](=O)[CH2:13][O:14][CH2:15][C:16]2[CH:21]=[CH:20][CH:19]=[CH:18][CH:17]=2)[CH:5]=1.COC1C=CC(P2(SP(C3C=CC(OC)=CC=3)(=S)S2)=[S:33])=CC=1>C1(C)C=CC=CC=1>[CH3:1][O:2][C:3](=[O:23])[C:4]1[CH:9]=[CH:8][C:7]([Cl:10])=[C:6]([NH:11][C:12](=[S:33])[CH2:13][O:14][CH2:15][C:16]2[CH:21]=[CH:20][CH:19]=[CH:18][CH:17]=2)[CH:5]=1. Conditions: temperature 120 celsius. Starting materials: COC(C1=CC(=C(C=C1)Cl)NC(COCC1=CC=CC=C1)=O)=O (3-(2-Benzyloxy-acetylamino)-4-chloro-benzoic acid methyl ester), COC=1C=CC(=CC1)P2(=S)SP(=S)(S2)C=3C=CC(=CC3)OC (Lawesson's reagent). Solvent: C1(=CC=CC=C1)C (toluene). Procedure: To the solution of 3-(2-Benzyloxy-acetylamino)-4-chloro-benzoic acid methyl ester (1.70 g, 5.10 mmol) in 20 ml of toluene was added Lawesson's reagent (1.03 g, 2.50 mmol) and the reaction mixture was heated at 120° C. for 2 h. After the completion of the reaction mixture (TLC monitoring), the reaction mixture was evaporated to dryness under reduced pressure. The residue was purified by column chromatography on silica (60-120 M) using ethyl acetate/hexane (5:95) as the eluent to provide the title...